Dataset: the Open Reaction Database (ORD), a public repository of structured organic reaction records. Task: describe an organic reaction: reactants, conditions, products, and yield The reactants are COc1cc(Cl)cc2c1OC(COS(=O)(=O)c1ccc(C)cc1)C2, Cl, [N-]=[N+]=[N-], [N-]=[N+]=[N-], COc1cc(Cl)cc2c1OC(CN=[N+]=[N-])C2, [Na+]. Product: COc1cc(Cl)cc2c1OC(CN)C2. As a reaction SMILES: [CH3:1][c:2]1[cH:3][cH:4][c:5]([S:6]([O:7][CH2:8][CH:9]2[CH2:10][c:11]3[cH:12][c:13]([Cl:14])[cH:15][c:16]([O:17][CH3:18])[c:19]3[O:20]2)(=[O:21])=[O:22])[cH:23][cH:24]1.[ClH:48].[N-:26]=[N+:27]=[N-:28].[N-:45]=[N+:46]=[N-:47].[N:29](=[N+:30]=[N-:31])[CH2:32][CH:33]1[O:34][c:35]2[c:36]([cH:38][c:39]([Cl:44])[cH:40][c:41]2[O:42][CH3:43])[CH2:37]1.[Na+:25]>>[NH2:29][CH2:32][CH:33]1[O:34][c:35]2[c:36]([cH:38][c:39]([Cl:44])[cH:40][c:41]2[O:42][CH3:43])[CH2:37]1. The reactants are COC(C1=CC(=NC(=C1)NC(C)CC)OCC1=CC=CC=C1)=O (2-benzyloxy-6-sec-butylamino-isonicotinic acid methyl ester), [H][H] (hydrogen). The reagents and catalysts are [Pd] (Pd/C). The solvent is CO (methanol), C(C)(=O)OCC (ethyl acetate). Yields the product C(C)(CC)NC=1C=C(C(=O)O)C=C(N1)O (2-sec-Butylamino-6-hydroxy-isonicotinic acid). Reaction SMILES: C[O:2][C:3](=[O:23])[C:4]1[CH:9]=[C:8]([NH:10][CH:11]([CH2:13][CH3:14])[CH3:12])[N:7]=[C:6]([O:15]CC2C=CC=CC=2)[CH:5]=1.[H][H]>CO.C(OCC)(=O)C.[Pd]>[CH:11]([NH:10][C:8]1[CH:9]=[C:4]([CH:5]=[C:6]([OH:15])[N:7]=1)[C:3]([OH:23])=[O:2])([CH2:13][CH3:14])[CH3:12]. Procedure details: Treat a solution of 2-benzyloxy-6-sec-butylamino-isonicotinic acid methyl ester (340 mg, 1.036 mmol) in methanol (15 mL) and ethyl acetate (5 mL) with 10% Pd/C (150 mg). Stir the mixture under a balloon containing hydrogen gas for 2.5 h. Filter through a filtering agent, wash with ethyl acetate and concentrate to give the title compound which is used directly in the next step without further purification. The reactants are E2, ClC=1C=C(OC2=C(C=C(C=C2)CO)F)C=CC1F ((4-(3-chloro-4-fluorophenoxy)-3-fluorophenyl)methanol), ClC1=NC(N2C(N(CCC2)C)=C1)=O (8-chloro-1-methyl-3,4-dihydro-1H-pyrimido[1,6-a]pyrimidin-6(2H)-one). Yields the product ClC=1C=C(OC2=C(C=C(COC3=NC(N4C(N(CCC4)C)=C3)=O)C=C2)F)C=CC1 (8-((4-(3-chlorophenoxy)-3-fluorobenzyl)oxy)-1-methyl-3,4-dihydro-1H-pyrimido[1,6-a]pyrimidin-6(2H)-one). As a reaction SMILES: [Cl:1][C:2]1[CH:3]=[C:4]([CH:15]=[CH:16][C:17]=1F)[O:5][C:6]1[CH:11]=[CH:10][C:9]([CH2:12][OH:13])=[CH:8][C:7]=1[F:14].Cl[C:20]1[CH:30]=[C:24]2[N:25]([CH3:29])[CH2:26][CH2:27][CH2:28][N:23]2[C:22](=[O:31])[N:21]=1>>[Cl:1][C:2]1[CH:3]=[C:4]([CH:15]=[CH:16][CH:17]=1)[O:5][C:6]1[CH:11]=[CH:10][C:9]([CH2:12][O:13][C:20]2[CH:30]=[C:24]3[N:25]([CH3:29])[CH2:26][CH2:27][CH2:28][N:23]3[C:22](=[O:31])[N:21]=2)=[CH:8][C:7]=1[F:14]. Procedure details: The title compound or its salt was prepared by a procedure similar to that described for E2 starting from (4-(3-chloro-4-fluorophenoxy)-3-fluorophenyl)methanol and 8-chloro-1-methyl-3,4-dihydro-1H-pyrimido[1,6-a]pyrimidin-6(2H)-one. The reactants are NC1=NC=C(C=C1)Br (2-amino-5-bromopyridine), C(C)(C)N(C(C)C)CC (N,N-diisopropylethylamine), ClC(=O)OC (methyl chloroformate). The solvent is C(Cl)(Cl)Cl (chloroform), C(Cl)(Cl)Cl (chloroform). Conditions: temperature 0 celsius. Yields the product COC(NC1=NC=C(C=C1)Br)=O (N-(5-Bromo-pyridin-2-yl)-carbamic acid methyl ester). Isolated yield 37.0%. As a reaction SMILES: [NH2:1][C:2]1[CH:7]=[CH:6][C:5]([Br:8])=[CH:4][N:3]=1.C(N(CC)C(C)C)(C)C.Cl[C:19]([O:21][CH3:22])=[O:20]>C(Cl)(Cl)Cl>[CH3:22][O:21][C:19](=[O:20])[NH:1][C:2]1[CH:7]=[CH:6][C:5]([Br:8])=[CH:4][N:3]=1. Procedure: A solution of 2-amino-5-bromopyridine (9.46 g, 20 mmol) and N,N-diisopropylethylamine (3.10 g) in chloroform (20 ml) was added to a solution of methyl chloroformate (2.30 g, 24 mmol) in chloroform (25 ml) dropwise with stirring at 0° C. The reaction mixture was stirred for 20 minutes, filtered and the precipitate was washed with chloroform and dried to afford 1.71 g (37%) of the title product as a white solid. mp 191-192° C. 1H NMR (CDCl3): δ=8.42 (d, 1 H); 8.30 (d, 1 H); 7.91 (d, 1 H); 7.77 (d ... Reactants: ClC1=NC=CC=C1C#N (2-chloro-3-pyridinecarbonitrile), C(C)O (ethanol), C1(CC1)N (cyclopropylamine). Solvent: O (water). Conditions: temperature 60 celsius, time 8 hour. Product: C1(CC1)NC1=NC=CC=C1C#N (2-(Cyclopropylamino)-3-pyridinecarbonitrile). RXN SMILES: Cl[C:2]1[C:7]([C:8]#[N:9])=[CH:6][CH:5]=[CH:4][N:3]=1.C(O)C.[CH:13]1([NH2:16])[CH2:15][CH2:14]1>O>[CH:13]1([NH:16][C:2]2[C:7]([C:8]#[N:9])=[CH:6][CH:5]=[CH:4][N:3]=2)[CH2:15][CH2:14]1. Procedure: A reaction flask equipped with a mechanical stirrer, temperature controller, condenser and addition funnel was charged with 2-chloro-3-pyridinecarbonitrile (69.25 g, 0.50 mol), 300 ml of ethanol and 200 ml of water. With agitation, cyclopropylamine ( 114g, 2.0 mol) was added dropwise over 30 minutes at a temperature<30° C. When the addition was completed, the stirred reaction mixture was heated to reflux temperature for 20 hours. The reaction mixture was cooled to 60° C. and then 350 ml of exces...